This data is from the Open Reaction Database (ORD), a public repository of structured organic reaction records. The task is: describe an organic reaction: reactants, conditions, products, and yield The reactants are ClC1=CC(=C(C=C1OCC#C)N1N=CC(N(C1=O)C)=O)F (2-(4-chloro-2-fluoro-5-(2-propynyloxy)phenyl]-4-methyl-1,2,4-triazine-3.5(2H,4H)-dione), ClC1=CC(=C(C=C1OCC#C)N1N=CC(N(C1=O)C)=O)F (2-(4-chloro-2-fluoro-5-(2-propynyloxy)phenyl]-4-methyl-1,2,4-triazine-3.5(2H,4H)-dione). Reagents/catalysts: [Zn] (zinc). Run in C(C)(=O)O (acetic acid), C(C)(=O)O (acetic acid), O (water). Run at temperature 60 celsius. The product is ClC1=CC(=C(C=C1OCC#C)N1NCC(N(C1=O)C)=O)F (2-[4-chloro-2-fluoro-5-(2-propynyloxy)phenyl]-1,6-dihydro-4-methyl-1,2,4-triazine-3,5(2H,4H)-dione). Isolated yield 74.0%. RXN SMILES: [Cl:1][C:2]1[C:7]([O:8][CH2:9][C:10]#[CH:11])=[CH:6][C:5]([N:12]2[C:17](=[O:18])[N:16]([CH3:19])[C:15](=[O:20])[CH:14]=[N:13]2)=[C:4]([F:21])[CH:3]=1>C(O)(=O)C.O.[Zn]>[Cl:1][C:2]1[C:7]([O:8][CH2:9][C:10]#[CH:11])=[CH:6][C:5]([N:12]2[C:17](=[O:18])[N:16]([CH3:19])[C:15](=[O:20])[CH2:14][NH:13]2)=[C:4]([F:21])[CH:3]=1. Procedure details: A solution of 1.6 g (0.0052 mole) of 2-(4-chloro-2-fluoro-5-(2-propynyloxy)phenyl]-4-methyl-1,2,4-triazine-3.5(2H,4H)-dione (compound 21) dissolved in 5 mL of glacial acetic acid was added dropwise to a stirred suspension of 1.5 g (0.023 mole) of zinc dust in 10 mL of glacial acetic acid and 5 mL of water. After complete addition the mixture was heated at 60° C. for 1.5 hours. The mixture was filtered and the filtrate was partitioned between 50 mL of water and 50 mL of diethyl ether. The organic...